From a dataset of the Open Reaction Database (ORD), a public repository of structured organic reaction records. describe an organic reaction: reactants, conditions, products, and yield Starting materials: Cl.N1(N=CN=C1)CC(=O)O (2-(1H-1,2,4-triazol-1-yl)acetic acid hydrochloride), FC1=CC=C(OC2=CC=C(C=C2)NC(=O)[C@H]2NC[C@@H](C2)CC2=CC(=CC=C2)OC)C=C1 ((2S,4R)—N-(4-(4-fluorophenoxy)phenyl)-4-(3-methoxybenzyl)pyrrolidine-2-carboxamide). The product is Compound 70, N1(N=CN=C1)CC(=O)N1[C@@H](C[C@H](C1)CC1=CC(=CC=C1)OC)C(=O)NC1=CC=C(C=C1)OC1=CC=C(C=C1)F ((2S,4R)-1-(2-(1H-1,2,4-triazol-1-yl)acetyl)-N-(4-(4-fluorophenoxy)phenyl)-4-(3-methoxybenzyl)pyrrolidine-2-carboxamide). The yield is 82.0%. Reaction SMILES: Cl.[N:2]1([CH2:7][C:8]([OH:10])=O)[CH:6]=[N:5][CH:4]=[N:3]1.[F:11][C:12]1[CH:41]=[CH:40][C:15]([O:16][C:17]2[CH:22]=[CH:21][C:20]([NH:23][C:24]([C@@H:26]3[CH2:30][C@@H:29]([CH2:31][C:32]4[CH:37]=[CH:36][CH:35]=[C:34]([O:38][CH3:39])[CH:33]=4)[CH2:28][NH:27]3)=[O:25])=[CH:19][CH:18]=2)=[CH:14][CH:13]=1>>[N:2]1([CH2:7][C:8]([N:27]2[CH2:28][C@H:29]([CH2:31][C:32]3[CH:37]=[CH:36][CH:35]=[C:34]([O:38][CH3:39])[CH:33]=3)[CH2:30][C@H:26]2[C:24]([NH:23][C:20]2[CH:21]=[CH:22][C:17]([O:16][C:15]3[CH:14]=[CH:13][C:12]([F:11])=[CH:41][CH:40]=3)=[CH:18][CH:19]=2)=[O:25])=[O:10])[CH:6]=[N:5][CH:4]=[N:3]1 |f:0.1|. Procedure: Proceeding as in Example 1, but substituting 2-(1H-1,2,4-triazol-1-yl)acetic acid hydrochloride and (2S,4R)—N-(4-(4-fluorophenoxy)phenyl)-4-(3-methoxybenzyl)pyrrolidine-2-carboxamide, gave Compound 70, (2S,4R)-1-(2-(1H-1,2,4-triazol-1-yl)acetyl)-N-(4-(4-fluorophenoxy)phenyl)-4-(3-methoxybenzyl)pyrrolidine-2-carboxamide (160 mg, 82%). 1H-NMR (400 MHz, CDCl3): σ 9.00 (s, 1H), 8.23 (s, 1H), 7.99 (s, 1H), 7.41 (d, 2H), 7.00 (t, 2H), 6.93-6.89 (m, 4H), 6.80-6.73 (m, 4H), 5.03 (d, 1H), 4.95 (d, 1H), 4... Reactants: C1COCCOCCOCCOCCO1, Cc1ncccc1S(=O)(=O)Cl, CN(Cc1c[nH]c(-c2cccnc2F)c1F)C(=O)OC(C)(C)C, [H-], [Na+], C1CCOC1, O. The product is Cc1ncccc1S(=O)(=O)n1cc(CN(C)C(=O)OC(C)(C)C)c(F)c1-c1cccnc1F. Reaction SMILES: [CH2:26]1[O:27][CH2:28][CH2:29][O:30][CH2:31][CH2:32][O:33][CH2:34][CH2:35][O:36][CH2:37][CH2:38][O:39][CH2:40]1.[CH3:41][c:42]1[n:43][cH:44][cH:45][cH:46][c:47]1[S:48](=[O:49])(=[O:50])[Cl:51].[F:3][c:4]1[c:5]([CH2:16][N:17]([C:18]([O:19][C:20]([CH3:21])([CH3:22])[CH3:23])=[O:24])[CH3:25])[cH:6][nH:7][c:8]1-[c:9]1[c:10]([F:15])[n:11][cH:12][cH:13][cH:14]1.[H-:1].[Na+:2].[O:52]1[CH2:53][CH2:54][CH2:55][CH2:56]1.[OH2:57]>>[F:3][c:4]1[c:5]([CH2:16][N:17]([C:18]([O:19][C:20]([CH3:21])([CH3:22])[CH3:23])=[O:24])[CH3:25])[cH:6][n:7]([S:48]([c:47]2[c:42]([CH3:41])[n:43][cH:44][cH:45][cH:46]2)(=[O:49])=[O:50])[c:8]1-[c:9]1[c:10]([F:15])[n:11][cH:12][cH:13][cH:14]1. Reactants: C(C=C)(=O)OCC (Ethyl acrylate), C([O-])([O-])=O.[K+].[K+] (potassium carbonate), C(C=C)(=O)OCC (Ethyl acrylate), C(C=C)(=O)OCC (ethyl acrylate), C([O-])([O-])=O.[K+].[K+] (potassium carbonate), [Cl-].[NH4+] (ammonium chloride), ClC=1C2=C(N=CN1)C=CN2 (4-Chloro-5H-pyrrolo[3,2-d]pyrimidine). The solvent is CN(C=O)C (N,N-dimethylformamide). Conditions: time 7.5 hour. Yields the product ClC=1C2=C(N=CN1)C=CN2CCC(=O)OCC (ethyl 3-(4-chloro-5H-pyrrolo[3,2-d]pyrimidin-5-yl)propanoate). As a reaction SMILES: [Cl:1][C:2]1[C:3]2[NH:10][CH:9]=[CH:8][C:4]=2[N:5]=[CH:6][N:7]=1.[C:11]([O:15][CH2:16][CH3:17])(=[O:14])[CH:12]=[CH2:13].C(=O)([O-])[O-].[K+].[K+].[Cl-].[NH4+]>CN(C)C=O>[Cl:1][C:2]1[C:3]2[N:10]([CH2:13][CH2:12][C:11]([O:15][CH2:16][CH3:17])=[O:14])[CH:9]=[CH:8][C:4]=2[N:5]=[CH:6][N:7]=1 |f:2.3.4,5.6|. Procedure details: 4-Chloro-5H-pyrrolo[3,2-d]pyrimidine (303 mg) was dissolved in N,N-dimethylformamide (9 mL), ethyl acrylate (0.3 mL) and potassium carbonate (538 mg) were sequentially added, and the mixture was stirred at room temperature for 7.5 hrs. Ethyl acrylate (0.2 mL) was added, and the mixture was stirred for 16 hrs. Ethyl acrylate (0.3 mL) and potassium carbonate (526 mg) were further added, and the mixture was stirred for 6 hrs. The reaction mixture was treated with saturated aqueous ammonium chloride... The solvent is CN(C)C=O (DMF). Reaction SMILES: [CH3:1][C:2]1[C:7]([N+:8]([O-:10])=[O:9])=[CH:6][CH:5]=[CH:4][C:3]=1[OH:11].Br[C:13]([CH3:19])([CH3:18])[C:14]([O:16][CH3:17])=[O:15].C(=O)([O-])[O-].[Cs+].[Cs+].C(=O)(O)[O-].[Na+]>CN(C=O)C>[CH3:18][C:13]([O:11][C:3]1[CH:4]=[CH:5][CH:6]=[C:7]([N+:8]([O-:10])=[O:9])[C:2]=1[CH3:1])([CH3:19])[C:14]([O:16][CH3:17])=[O:15] |f:2.3.4,5.6|. Reported procedure: 2.00 g (13.06 mmol) of 2-methyl-3-nitrophenol were dissolved in 40 ml of DMF, and 3.55 g (19.59 mmol) of methyl 2-bromo-2-methylpropanoate and 4.68 g (14.37 mmol) of cesium carbonate were added. The reaction mixture was stirred at 100° C. for 2 d, and a further 1.77 g (9.80 mmol) of methyl 2-bromo-2-methylpropanoate were then added. The mixture was stirred at 100° C. for another 1 d, a further 1.77 g (9.80 mmol) of methyl 2-bromo-2-methylpropanoate were then added and the mixture was stirred at ... Reaction conditions: temperature 100 celsius, time 2 day. Starting materials: BrC(C(=O)OC)(C)C (methyl 2-bromo-2-methylpropanoate), BrC(C(=O)OC)(C)C (methyl 2-bromo-2-methylpropanoate), C([O-])([O-])=O.[Cs+].[Cs+] (cesium carbonate), CC1=C(C=CC=C1[N+](=O)[O-])O (2-methyl-3-nitrophenol), BrC(C(=O)OC)(C)C (methyl 2-bromo-2-methylpropanoate), C([O-])(O)=O.[Na+] (sodium bicarbonate). Yields the product CC(C(=O)OC)(C)OC1=C(C(=CC=C1)[N+](=O)[O-])C (Methyl 2-methyl-2-(2-methyl-3-nitrophenoxy)propanoate). Reaction SMILES: S(=O)(=O)(O)O.[F:6][C:7]1[C:8]([C:40]#[C:41][Si](C)(C)C)=[C:9]([F:39])[C:10]2[O:15][C:14]([C:16]3[CH:21]=[CH:20][C:19]([NH:22]C(=O)C(C)(C)C)=[C:18]([F:29])[CH:17]=3)=[CH:13][C:12](=[O:30])[C:11]=2[C:31]=1[NH:32]C(=O)C(C)(C)C>>[NH2:32][C:31]1[C:11]2[C:12](=[O:30])[CH:13]=[C:14]([C:16]3[CH:21]=[CH:20][C:19]([NH2:22])=[C:18]([F:29])[CH:17]=3)[O:15][C:10]=2[C:9]([F:39])=[C:8]([C:40]#[CH:41])[C:7]=1[F:6]. Reactants: S(O)(O)(=O)=O (sulfuric acid), FC=1C(=C(C2=C(C(C=C(O2)C2=CC(=C(C=C2)NC(C(C)(C)C)=O)F)=O)C1NC(C(C)(C)C)=O)F)C#C[Si](C)(C)C (6,8-difluoro-2-(3-fluoro-4-pivaloylaminophenyl)-5-pivaloylamino-7-(2-trimethylsilylethynyl)-4H-1-benzopyran-4-one), ice water. Product: NC1=C(C(=C(C2=C1C(C=C(O2)C2=CC(=C(C=C2)N)F)=O)F)C#C)F (5-Amino-2-(4-amino-3-fluorophenyl)-7-ethynyl-6,8-difluoro-4H-1-benzopyran-4-one). Isolated yield 69.9%. Reported procedure: 3 mL of concentrated sulfuric acid was added to 37 mg (0.065 mmol) of the above 6,8-difluoro-2-(3-fluoro-4-pivaloylaminophenyl)-5-pivaloylamino-7-(2-trimethylsilylethynyl)-4H-1-benzopyran-4-one and the mixture was stirred at 50° C. for 10 minutes. The reaction solution was poured into ice water and the mixture was extracted once with ethyl acetate. The organic layer was washed once with 1N aqueous solution of sodium hydroxide, once with water and once with an aqueous saturated solution of sodium... Reaction conditions: temperature 50 celsius, time 10 minute.